From a dataset of the Open Reaction Database (ORD), a public repository of structured organic reaction records. describe an organic reaction: reactants, conditions, products, and yield Starting materials: CN1C(=NC2=C1N=CN=C2)COC2=CC=C(CC1C(N(C(S1)=O)C(C1=CC=CC=C1)(C1=CC=CC=C1)C1=CC=CC=C1)=O)C=C2 (5-{4-(3-methylimidazo[5,4-d]pyrimidin-2-ylmethoxy)benzyl]-3-triphenylmethylthiazolidine-2,4-dione), C(C)(=O)O (acetic acid). The solvent is O (water). Product: CN1C(=NC2=C1N=CN=C2)COC2=CC=C(CC1C(NC(S1)=O)=O)C=C2 (5-{4-(3-Methylimidazo[5,4-d]pyrimidin-2-ylmethoxy)benzyl]thiazolidine-2,4-dione). Reaction SMILES: [CH3:1][N:2]1[C:6]2[N:7]=[CH:8][N:9]=[CH:10][C:5]=2[N:4]=[C:3]1[CH2:11][O:12][C:13]1[CH:45]=[CH:44][C:16]([CH2:17][CH:18]2[S:22][C:21](=[O:23])[N:20](C(C3C=CC=CC=3)(C3C=CC=CC=3)C3C=CC=CC=3)[C:19]2=[O:43])=[CH:15][CH:14]=1.C(O)(=O)C>O>[CH3:1][N:2]1[C:6]2[N:7]=[CH:8][N:9]=[CH:10][C:5]=2[N:4]=[C:3]1[CH2:11][O:12][C:13]1[CH:14]=[CH:15][C:16]([CH2:17][CH:18]2[S:22][C:21](=[O:23])[NH:20][C:19]2=[O:43])=[CH:44][CH:45]=1. Procedure: A procedure similar to that described in Example 12 was repeated, except that 0.24 g of 5-{4-(3-methylimidazo[5,4-d]pyrimidin-2-ylmethoxy)benzyl]-3-triphenylmethylthiazolidine-2,4-dione (prepared as described in Preparation 51) and 8 ml of a 3:1 by volume mixture of acetic acid and water were used, to give the title compound as a crude product. This crude product was purified by column chromatography through silica gel, using a gradient elution method, with mixtures of ethyl acetate and ethanol ... Starting materials: N=1N=NN2C1C=CC(=C2)[C@H]2OC2 ((R)-2-(tetrazolo[1,5-a]pyrid-6-yl)oxirane), C[C@@H](N)CC1=CNC2=CC=CC=C12 ((R)-α-methyltryptamine). Run in C(C)O (ethanol). Yields the product C[C@H](CC1=CNC2=CC=CC=C12)NC[C@H](O)C=1C=CC=2N(C1)N=NN2 ((R)-α-[[(1(R)-methyl-2-(1H-indol-3-yl)ethyl)amino]-methyl]tetrazolo[1,5-a]pyridine-6-methanol). RXN SMILES: [N:1]1[N:2]=[N:3][N:4]2[CH:9]=[C:8]([C@@H:10]3[CH2:12][O:11]3)[CH:7]=[CH:6][C:5]=12.[CH3:13][C@H:14]([CH2:16][C:17]1[C:25]2[C:20](=[CH:21][CH:22]=[CH:23][CH:24]=2)[NH:19][CH:18]=1)[NH2:15]>C(O)C>[CH3:13][C@@H:14]([NH:15][CH2:12][C@@H:10]([C:8]1[CH:7]=[CH:6][C:5]2[N:4]([N:3]=[N:2][N:1]=2)[CH:9]=1)[OH:11])[CH2:16][C:17]1[C:25]2[C:20](=[CH:21][CH:22]=[CH:23][CH:24]=2)[NH:19][CH:18]=1. Procedure: A solution of 325 mg of (R)-2-(tetrazolo[1,5-a]pyrid-6-yl)oxirane and 300 mg of (R)-α-methyltryptamine in 6 ml of absolute ethanol is heated at reflux under nitrogen for two hours. The reaction mixture is concentrated and the residue purified by silica gel chromatography to give (R)-α-[[(1(R)-methyl-2-(1H-indol-3-yl)ethyl)amino]-methyl]tetrazolo[1,5-a]pyridine-6-methanol. Reactants: CCOC(=O)CSc1cnc(N)s1, O=C(O)c1cc(Oc2ccc(F)cc2)cc(OC2CCCC2)c1. Yields the product CCOC(=O)CSc1cnc(NC(=O)c2cc(Oc3ccc(F)cc3)cc(OC3CCCC3)c2)s1. Reaction SMILES: [CH2:24]([CH3:25])[O:26][C:27]([CH2:28][S:29][c:30]1[cH:31][n:32][c:33]([NH2:35])[s:34]1)=[O:36].[CH:1]1([O:6][c:7]2[cH:8][c:9]([C:10](=[O:11])[OH:12])[cH:13][c:14]([O:16][c:17]3[cH:18][cH:19][c:20]([F:23])[cH:21][cH:22]3)[cH:15]2)[CH2:2][CH2:3][CH2:4][CH2:5]1>>[CH:1]1([O:6][c:7]2[cH:8][c:9]([C:10](=[O:11])[NH:35][c:33]3[n:32][cH:31][c:30]([S:29][CH2:28][C:27]([O:26][CH2:24][CH3:25])=[O:36])[s:34]3)[cH:13][c:14]([O:16][c:17]3[cH:18][cH:19][c:20]([F:23])[cH:21][cH:22]3)[cH:15]2)[CH2:2][CH2:3][CH2:4][CH2:5]1. Starting materials: C(C=C)(=O)OC (methyl acrylate), NCCO (2-aminoethanol). Run at time 20 hour. Isolated yield 100.6%. Yields the product OCCN(CCC(=O)OC)CCC(=O)OC (N-(2-hydroxyethyl)bis[2-(methoxycarbonyl)ethyl]amine). Reaction SMILES: [C:1]([O:5][CH3:6])(=[O:4])[CH:2]=[CH2:3].[NH2:7][CH2:8][CH2:9][OH:10]>>[OH:10][CH2:9][CH2:8][N:7]([CH2:3][CH2:2][C:1]([O:5][CH3:6])=[O:4])[CH2:3][CH2:2][C:1]([O:5][CH3:6])=[O:4]. Procedure details: At 20 to 30° C., 15.5 g of methyl acrylate was added to 5.00 g of 2-aminoethanol. The resulting mixture was allowed to stand for 20 hours, followed by concentration under reduced pressure, whereby 19.2 g of N-(2-hydroxyethyl)bis[2-(methoxycarbonyl)ethyl]amine was obtained (at a quantitative yield) Reactants: COC(=O)CBr, Cc1cc2c(O)cccc2n1Cc1ccc(F)cc1. Product: COC(=O)COc1cccc2c1cc(C)n2Cc1ccc(F)cc1. As a reaction SMILES: [Br:20][CH2:21][C:22](=[O:23])[O:24][CH3:25].[F:1][c:2]1[cH:3][cH:4][c:5]([CH2:8][n:9]2[c:10]([CH3:19])[cH:11][c:12]3[c:13]([OH:18])[cH:14][cH:15][cH:16][c:17]23)[cH:6][cH:7]1>>[F:1][c:2]1[cH:3][cH:4][c:5]([CH2:8][n:9]2[c:10]([CH3:19])[cH:11][c:12]3[c:13]([O:18][CH2:21][C:22](=[O:23])[O:24][CH3:25])[cH:14][cH:15][cH:16][c:17]23)[cH:6][cH:7]1. The reactants are CN1CCN(C2CN(C(=O)OC(C)(C)C)C2)CC1=O, ClCCl, O=C(O)C(F)(F)F. Yields the product CN1CCN(C2CNC2)CC1=O. As a reaction SMILES: [C:1]([O:2][C:3](=[O:4])[N:8]1[CH2:9][CH:10]([N:12]2[CH2:13][C:14](=[O:19])[N:15]([CH3:18])[CH2:16][CH2:17]2)[CH2:11]1)([CH3:5])([CH3:6])[CH3:7].[Cl:27][CH2:28][Cl:29].[F:20][C:21]([F:22])([F:23])[C:24]([OH:25])=[O:26]>>[NH:8]1[CH2:9][CH:10]([N:12]2[CH2:13][C:14](=[O:19])[N:15]([CH3:18])[CH2:16][CH2:17]2)[CH2:11]1. Reactants: COC1=CC=C(C=C1)B(O)O (4-Methoxyphenylboronic acid), BrC1=CC(=C(C#N)C(=C1)F)F (4-Bromo-2,6-difluorobenzonitrile), C([O-])([O-])=O.[Na+].[Na+] (sodium carbonate), OO (hydrogen peroxide). Reagents/catalysts: C1=CC=C(C=C1)P(C2=CC=CC=C2)C3=CC=CC=C3.C1=CC=C(C=C1)P(C2=CC=CC=C2)C3=CC=CC=C3.C1=CC=C(C=C1)P(C2=CC=CC=C2)C3=CC=CC=C3.C1=CC=C(C=C1)P(C2=CC=CC=C2)C3=CC=CC=C3.[Pd] (tetrakis(triphenylphosphine)palladium(O)). Run in C(C)O (ethanol), C1=CC=CC=C1 (benzene). Run at temperature 2 celsius. The product is C(#N)C1=C(C=C(C=C1F)C1=CC=C(C=C1)OC)F (4-Cyano-3,5-difluoro-4'-methoxybiphenyl). RXN SMILES: [CH3:1][O:2][C:3]1[CH:8]=[CH:7][C:6](B(O)O)=[CH:5][CH:4]=1.Br[C:13]1[CH:20]=[C:19]([F:21])[C:16]([C:17]#[N:18])=[C:15]([F:22])[CH:14]=1.C(=O)([O-])[O-].[Na+].[Na+].OO>C(O)C.C1C=CC=CC=1.C1C=CC(P(C2C=CC=CC=2)C2C=CC=CC=2)=CC=1.C1C=CC(P(C2C=CC=CC=2)C2C=CC=CC=2)=CC=1.C1C=CC(P(C2C=CC=CC=2)C2C=CC=CC=2)=CC=1.C1C=CC(P(C2C=CC=CC=2)C2C=CC=CC=2)=CC=1.[Pd]>[C:17]([C:16]1[C:19]([F:21])=[CH:20][C:13]([C:6]2[CH:7]=[CH:8][C:3]([O:2][CH3:1])=[CH:4][CH:5]=2)=[CH:14][C:15]=1[F:22])#[N:18] |f:2.3.4,8.9.10.11.12|. Procedure details: A solution of compound 1 (11.50 g, 0.076 mol) in ethanol (90 ml) was added dropwise to a stirred mixture of compound 7 (15.0 g, 0.069 mol) and tetrakis(triphenylphosphine)palladium(O) (2.38 g, 2.06 mmol) in benzene (130 ml) and 2M-sodium carbonate (100 ml) at room temperature under dry nitrogen. The stirred mixture was heated under reflux (90°-95° C.) for 4.5 h (i.e., until glc analysis revealed absence of starting material). The mixture was cooled and stirred for 1 h at room temperature with 30... The reactants are O (Water), [Br-].C(C1=CC=CC=C1)OCCC[P+](C1=CC=CC=C1)(C1=CC=CC=C1)C1=CC=CC=C1 ((3-Benzyloxypropyl)triphenylphosphoniumbromide), C1CC2=CC=CC=C2C(=O)C1 (α-Tetralone), [H-].[Na+] (sodium hydride). The solvent is O1CCCC1 (tetrahydrofuran). Reaction conditions: time 1 hour. The product is OCCCC1CCCC2=CC=CC=C12 (1-(3-hydroxypropyl)-1,2,3,4-tetrahydronaphthalene). As a reaction SMILES: [Br-].[CH2:2]([O:9]CCC[P+](C1C=CC=CC=1)(C1C=CC=CC=1)C1C=CC=CC=1)[C:3]1C=CC=C[CH:4]=1.[H-].[Na+].[CH2:34]1[CH2:44][C:42](=O)[C:41]2[C:36](=[CH:37][CH:38]=[CH:39][CH:40]=2)[CH2:35]1.O>O1CCCC1>[OH:9][CH2:2][CH2:3][CH2:4][CH:42]1[C:41]2[C:36](=[CH:37][CH:38]=[CH:39][CH:40]=2)[CH2:35][CH2:34][CH2:44]1 |f:0.1,2.3|. Reported procedure: (3-Benzyloxypropyl)triphenylphosphoniumbromide (1.00 g) was dissolved in tetrahydrofuran (10 ml), sodium hydride (162 mg) was added under ice-cooling, and the mixture was stirred at room temperature for 1 hr. α-Tetralone (1.36 ml) was added to the reaction mixture, and the mixture was stirred at 75° C. for 48 hr. Water was added to the reaction mixture, and the mixture was extracted with ethyl acetate, washed with saturated brine, and dried over anhydrous magnesium sulfate. The solvent was evapo... The reactants are CCOC(C)=O, CC(C#Cc1cccc(Oc2ccc(F)cc2)c1)NO, [K+], [N-]=C=O, O. Product: CC(C#Cc1cccc(Oc2ccc(F)cc2)c1)N(O)C(N)=O. Reaction SMILES: [CH3:25][CH2:26][O:27][C:28](=[O:29])[CH3:30].[F:1][c:2]1[cH:3][cH:4][c:5]([O:6][c:7]2[cH:8][c:9]([C:13]#[C:14][CH:15]([CH3:16])[NH:17][OH:18])[cH:10][cH:11][cH:12]2)[cH:19][cH:20]1.[K+:24].[N-:21]=[C:22]=[O:23].[OH2:31]>>[F:1][c:2]1[cH:3][cH:4][c:5]([O:6][c:7]2[cH:8][c:9]([C:13]#[C:14][CH:15]([CH3:16])[N:17]([OH:18])[C:22]([NH2:21])=[O:23])[cH:10][cH:11][cH:12]2)[cH:19][cH:20]1. The reactants are [H][H], NC(CC1CCCC1=O)C(=O)O, N, NC(=O)NC(CC1CCCC1=O)C(=O)O, O. The product is O=C(O)C1CC2CCCC2N1. RXN SMILES: [H:29][H:30].[NH2:1][CH:2]([C:3](=[O:4])[OH:5])[CH2:6][CH:7]1[C:8](=[O:12])[CH2:9][CH2:10][CH2:11]1.[NH3:28].[O:13]=[C:14]1[CH2:15][CH2:16][CH2:17][CH:18]1[CH2:19][CH:20]([NH:21][C:22]([NH2:23])=[O:24])[C:25]([OH:26])=[O:27].[OH2:31]>>[NH:1]1[CH:2]([C:3](=[O:4])[OH:5])[CH2:6][CH:7]2[CH:8]1[CH2:9][CH2:10][CH2:11]2.